This data is from the Open Reaction Database (ORD), a public repository of structured organic reaction records. The task is: describe an organic reaction: reactants, conditions, products, and yield The reactants are CC(C)=O, CC(=O)OCC1OC(n2c(=O)sc3c(=S)[nH]c(N)nc32)C(OC(C)=O)C1OC(C)=O, [Ni]. Product: CC(=O)OCC1OC(n2c(=O)sc3cnc(N)nc32)C(OC(C)=O)C1OC(C)=O. As a reaction SMILES: [CH3:31][C:32](=[O:33])[CH3:34].[NH2:1][c:2]1[nH:3][c:4](=[S:30])[c:5]2[c:6]([n:7]1)[n:8]([CH:12]1[CH:13]([O:14][C:15]([CH3:16])=[O:17])[CH:18]([O:19][C:20]([CH3:21])=[O:22])[CH:23]([CH2:25][O:26][C:27]([CH3:28])=[O:29])[O:24]1)[c:9](=[O:11])[s:10]2.[Ni:35]>>[NH2:1][c:2]1[n:3][cH:4][c:5]2[c:6]([n:7]1)[n:8]([CH:12]1[CH:13]([O:14][C:15]([CH3:16])=[O:17])[CH:18]([O:19][C:20]([CH3:21])=[O:22])[CH:23]([CH2:25][O:26][C:27]([CH3:28])=[O:29])[O:24]1)[c:9](=[O:11])[s:10]2. Reactants: C[O-], Cc1ccc2c(c1)CCCC2=O, Cl, CCOC(=O)C(F)(F)F, [Na+]. The product is Cc1ccc2c(c1)CCC(C(=O)C(F)(F)F)C2=O. As a reaction SMILES: [CH3:10][O-:11].[CH3:13][c:14]1[cH:15][c:16]2[c:21]([cH:22][cH:23]1)[C:20](=[O:24])[CH2:19][CH2:18][CH2:17]2.[ClH:25].[F:1][C:2]([C:3]([O:5][CH2:4][CH3:6])=[O:7])([F:8])[F:9].[Na+:12]>>[F:1][C:2]([C:3](=[O:5])[CH:19]1[CH2:18][CH2:17][c:16]2[cH:15][c:14]([CH3:13])[cH:23][cH:22][c:21]2[C:20]1=[O:24])([F:8])[F:9]. Reactants: O=C([O-])[O-], CCCOC1CCC(C2CCC(OS(C)(=O)=O)CC2)CC1, CCOC(=O)c1ccc(N2CCNCC2)cc1, CN(C)C=O, [K+], [K+], O. Yields the product CCCOC1CCC(C2CCC(N3CCN(c4ccc(C(=O)OCC)cc4)CC3)CC2)CC1. As a reaction SMILES: [C:39](=[O:40])([O-:41])[O-:42].[CH2:18]([CH2:19][CH3:20])[O:21][CH:22]1[CH2:23][CH2:24][CH:25]([CH:28]2[CH2:29][CH2:30][CH:31]([O:34][S:35]([CH3:36])(=[O:37])=[O:38])[CH2:32][CH2:33]2)[CH2:26][CH2:27]1.[CH2:1]([CH3:2])[O:3][C:4]([c:5]1[cH:6][cH:7][c:8]([N:11]2[CH2:12][CH2:13][NH:14][CH2:15][CH2:16]2)[cH:9][cH:10]1)=[O:17].[CH3:46][N:47]([CH3:48])[CH:49]=[O:50].[K+:43].[K+:44].[OH2:45]>>[CH2:1]([CH3:2])[O:3][C:4]([c:5]1[cH:6][cH:7][c:8]([N:11]2[CH2:12][CH2:13][N:14]([CH:31]3[CH2:30][CH2:29][CH:28]([CH:25]4[CH2:24][CH2:23][CH:22]([O:21][CH2:18][CH2:19][CH3:20])[CH2:27][CH2:26]4)[CH2:33][CH2:32]3)[CH2:15][CH2:16]2)[cH:9][cH:10]1)=[O:17]. Starting materials: C1(CCCO1)=O (gamma-butyrolactone), C(CCC(=O)OCC)(=O)OCC (diethyl succinate), A-0255400, C1(CCCO1)=O (gamma-butyrolactone). Yields the product C(\C=C/C(=O)OCC)(=O)OCC (diethyl maleate), A-0143634. As a reaction SMILES: C1(=O)OCCC1.[C:7]([O:16][CH2:17][CH3:18])(=[O:15])[CH2:8][CH2:9][C:10]([O:12][CH2:13][CH3:14])=[O:11]>>[C:10]([O:12][CH2:13][CH3:14])(=[O:11])/[CH:9]=[CH:8]\[C:7]([O:16][CH2:17][CH3:18])=[O:15]. Procedure details: In EP-A-0255400 there is described a process for the production of substantially pure gamma-butyrolactone from a feed mixture containing a major molar amount of gamma-butyrolactone and a minor amount of diethyl succinate. Such a feed mixture may result from hydrogenation of diethyl maleate according to the teachings of EP-A-0143634, WO-A-86/03189, and/or WO-A-86/07358. In EP-A-0255400 which was published on Feb. 3, 1988, there is described a process in which the "light ends", i.e. a mixture of t... Reactants: FC=1C=C(C=CC1F)[C@H](C)NCCC1(CCC2(OCC(CO2)(C)C)CC1)O (9-{2-[(S)-1-(3,4-difluoro-phenyl)-ethylamino]-ethyl}-3,3-dimethyl-1,5-dioxa-spiro[5.5]undecan-9-ol), ClC(Cl)(OC(OC(Cl)(Cl)Cl)=O)Cl (triphosgene), crude product, FC=1C=C(C=CC1F)[C@H](C)N1C(OC2(CC1)CCC1(OCC(CO1)(C)C)CC2)=O (3-[(S)-1-(3,4-difluoro-phenyl)-ethyl]-12,12-dimethyl-1,10,14-trioxa-3-aza-dispiro[5.2.5.2]hexadecan-2-one), Intermediate 2, Intermediate 2. Product: FC=1C=C(C=CC1F)[C@H](C)N1C(OC2(CC1)CCC(CC2)=O)=O (3-[(S)-1-(3,4-Difluoro-phenyl)-ethyl]-1-oxa-3-aza-spiro[5.5]undecane-2,9-dione). RXN SMILES: FC1C=C([C@@H](NCCC2(O)CCC3(OCC(C)(C)CO3)CC2)C)C=CC=1F.ClC(Cl)(OC(=O)OC(Cl)(Cl)Cl)Cl.[F:40][C:41]1[CH:42]=[C:43]([C@@H:48]([N:50]2[CH2:55][CH2:54][C:53]3([CH2:67][CH2:66][C:58]4(OCC(C)(C)C[O:59]4)[CH2:57][CH2:56]3)[O:52][C:51]2=[O:68])[CH3:49])[CH:44]=[CH:45][C:46]=1[F:47]>>[F:40][C:41]1[CH:42]=[C:43]([C@@H:48]([N:50]2[CH2:55][CH2:54][C:53]3([CH2:67][CH2:66][C:58](=[O:59])[CH2:57][CH2:56]3)[O:52][C:51]2=[O:68])[CH3:49])[CH:44]=[CH:45][C:46]=1[F:47]. Procedure details: The title compound is prepared from 9-{2-[(S)-1-(3,4-difluoro-phenyl)-ethylamino]-ethyl}-3,3-dimethyl-1,5-dioxa-spiro[5.5]undecan-9-ol and triphosgene following a procedure analogous to that described in Step 4 of Intermediate 2; the crude product, a mixture of the title compound and 3-[(S)-1-(3,4-difluoro-phenyl)-ethyl]-12,12-dimethyl-1,10,14-trioxa-3-aza-dispiro[5.2.5.2]hexadecan-2-one, obtained after that is treated as described in Step 10 of Intermediate 2 to convert the intermediate to the ... Starting materials: C(C1=CC=CC=C1)C(C(=O)O)CC1=CC=CC=C1 (di-benzylacetic acid), O=S(Cl)Cl (SOCl2). Reaction conditions: time 8 hour. Yields the product C(C1=CC=CC=C1)C(C(=O)Cl)CC1=CC=CC=C1 (Di-benzylacetyl chloride). Yield: 94.1%. RXN SMILES: [CH2:1]([CH:8]([CH2:12][C:13]1[CH:18]=[CH:17][CH:16]=[CH:15][CH:14]=1)[C:9](O)=[O:10])[C:2]1[CH:7]=[CH:6][CH:5]=[CH:4][CH:3]=1.O=S(Cl)[Cl:21]>>[CH2:1]([CH:8]([CH2:12][C:13]1[CH:18]=[CH:17][CH:16]=[CH:15][CH:14]=1)[C:9]([Cl:21])=[O:10])[C:2]1[CH:7]=[CH:6][CH:5]=[CH:4][CH:3]=1. Procedure details: To 20 mL of SOCl2 was added in portions 3.14 g (13.1 mmol) of di-benzylacetic acid and the solution stirred at room temperature overnight. The SOCl2 was removed under reduced pressure and the residue taken up in Et2O and the solvent removed again. There was obtained 3.18 g (94.1% yield) of the product as an oil. The structure was confirmed by NMR spectroscopy. The reactants are ON1C(CC(CC1(C)C)O)(C)C (1-oxyl-2,2,6,6-tetramethyl-4-hydroxypiperidine), N1=CC=CC=C1 (pyridine), N1=CC=CC=C1 (pyridine), N(=O)OC(C)(C)C (tert-butyl nitrite), CC(C=C)ONC1=CC=CC=C1 (1-methylallyloxyaniline). Yields the product O1CC(C2=C1C=CC=C2)CON2C(CCCC2(C)C)(C)C (1-(2,3-Dihydrobenzofuran-3-yl-methoxy)-2,2,6,6-tetramethylpiperidine). Yield: 92.4%. Reaction SMILES: [OH:1][N:2]1[C:7]([CH3:9])([CH3:8])[CH2:6][CH:5](O)[CH2:4][C:3]1([CH3:12])[CH3:11].N(O[C:16]([CH3:19])([CH3:18])[CH3:17])=O.CC([O:24]NC1C=CC=CC=1)C=C.N1[CH:37]=[CH:36][CH:35]=[CH:34][CH:33]=1>>[O:24]1[C:33]2[CH:34]=[CH:35][CH:36]=[CH:37][C:18]=2[CH:16]([CH2:19][O:1][N:2]2[C:7]([CH3:9])([CH3:8])[CH2:6][CH2:5][CH2:4][C:3]2([CH3:12])[CH3:11])[CH2:17]1. Reported procedure: The procedure of Example 1 is repeated using 3.0 g (19 mmol) of 1-oxyl-2,2,6,6-tetramethyl-4-hydroxypiperidine, 4.64 g (45 mmol) of tert-butyl nitrite, 11.45 mg (0.019 mmol) of (S,S)-(+)-N,N-bis(3,5-di-tert-butylsalicylidene)-1,2-cyclohexanediaminocobalt(II) mmol) in 80 mL of pyridine and 6.27 g (38 mmol) of 2-(1-methylallyloxyaniline in 10 mL of pyridine. The crude product obtained is purified by vacuum flash chromatography (25% ethyl acetate/heptane) to give 5.31 g of a viscous liquid in 92.4%...